This data is from the Open Reaction Database (ORD), a public repository of structured organic reaction records. The task is: describe an organic reaction: reactants, conditions, products, and yield Reactants: CCO, CC(C)(C)OC(=O)NC1CN(C2CCCCC2)c2ccccc2NC1=O. Reaction SMILES: [CH3:27][CH2:28][OH:29].[O:1]=[C:2]1[CH:3]([NH:19][C:20]([O:21][C:22]([CH3:23])([CH3:24])[CH3:25])=[O:26])[CH2:4][N:5]([CH:13]2[CH2:14][CH2:15][CH2:16][CH2:17][CH2:18]2)[c:6]2[c:7]([cH:9][cH:10][cH:11][cH:12]2)[NH:8]1>>[O:1]=[C:2]1[CH:3]([NH2:19])[CH2:4][N:5]([CH:13]2[CH2:14][CH2:15][CH2:16][CH2:17][CH2:18]2)[c:6]2[c:7]([cH:9][cH:10][cH:11][cH:12]2)[NH:8]1. Product: NC1CN(C2CCCCC2)c2ccccc2NC1=O.